This data is from the Open Reaction Database (ORD), a public repository of structured organic reaction records. The task is: describe an organic reaction: reactants, conditions, products, and yield Reactants: CO, COC(OC)OC, O=Cc1ccc(I)cc1, Cc1ccc(S(=O)(=O)O)cc1. The product is COC(OC)c1ccc(I)cc1. As a reaction SMILES: [CH3:28][OH:29].[CH:10]([O:11][CH3:12])([O:13][CH3:14])[O:15][CH3:16].[I:1][c:2]1[cH:3][cH:4][c:5]([CH:6]=[O:7])[cH:8][cH:9]1.[c:17]1([CH3:18])[cH:19][cH:20][c:21]([S:22]([OH:23])(=[O:24])=[O:25])[cH:26][cH:27]1>>[I:1][c:2]1[cH:3][cH:4][c:5]([CH:10]([O:11][CH3:12])[O:13][CH3:14])[cH:8][cH:9]1. Starting materials: FC1=CC=C(C=O)C=C1 (4-fluorobenzaldehyde), O=C(CC(=O)OC)C (methyl 3-oxobutanoate), N1CCCCC1 (piperidine). The solvent is C1=CC=CC=C1 (benzene). Reaction conditions: time 8 hour. Product: C(C)(=O)/C(/C(=O)OC)=C/C1=CC=C(C=C1)F (methyl (2Z)-2-acetyl-3-(4-fluorophenyl)-2-propenoate). Isolated yield 99.4%. Reaction SMILES: [F:1][C:2]1[CH:9]=[CH:8][C:5]([CH:6]=O)=[CH:4][CH:3]=1.[O:10]=[C:11]([CH3:17])[CH2:12][C:13]([O:15][CH3:16])=[O:14].N1CCCCC1>C1C=CC=CC=1>[C:11](/[C:12](=[CH:6]/[C:5]1[CH:8]=[CH:9][C:2]([F:1])=[CH:3][CH:4]=1)/[C:13]([O:15][CH3:16])=[O:14])(=[O:10])[CH3:17]. Reported procedure: A mixture of 4-fluorobenzaldehyde (25.5 g, 0.220 mol), methyl 3-oxobutanoate (21.80 g, 0.220 mol), and piperidine (1.0 mL) in anhydrous benzene (250 mL) was stirred for 10 minutes at room temperature and subsequently refluxed overnight in a Dean-Stark apparatus. The reaction mixture was then cooled to room temperature and the solvent was removed in vacuo to afford methyl (2Z)-2-acetyl-3-(4-fluorophenyl)-2-propenoate as a black solid (48.6 g, 99%), which was used for next step without purificatio... Yields the product CC(O)(c1cn(C(c2ccccc2)(c2ccccc2)c2ccccc2)cn1)c1nccc2ccccc12. As a reaction SMILES: [Br-:26].[CH2:27]([Mg+:28])[CH3:29].[Cl:43][CH2:44][Cl:45].[I:1][c:2]1[n:3][cH:4][n:5]([C:7]([c:8]2[cH:9][cH:10][cH:11][cH:12][cH:13]2)([c:14]2[cH:15][cH:16][cH:17][cH:18][cH:19]2)[c:20]2[cH:21][cH:22][cH:23][cH:24][cH:25]2)[cH:6]1.[c:30]1([C:40]([CH3:41])=[O:42])[n:31][cH:32][cH:33][c:34]2[cH:35][cH:36][cH:37][cH:38][c:39]12>>[c:2]1([C:40]([c:30]2[n:31][cH:32][cH:33][c:34]3[cH:35][cH:36][cH:37][cH:38][c:39]23)([CH3:41])[OH:42])[n:3][cH:4][n:5]([C:7]([c:8]2[cH:9][cH:10][cH:11][cH:12][cH:13]2)([c:14]2[cH:15][cH:16][cH:17][cH:18][cH:19]2)[c:20]2[cH:21][cH:22][cH:23][cH:24][cH:25]2)[cH:6]1. Starting materials: [Br-], CC[Mg+], ClCCl, Ic1cn(C(c2ccccc2)(c2ccccc2)c2ccccc2)cn1, CC(=O)c1nccc2ccccc12. Starting materials: CN(C)C=NS(=O)(=O)c1cc(C(C)(C)C)ccc1O, O=C(CCl)NCO, O, O=S(=O)(O)O. Product: CN(C)C=NS(=O)(=O)c1cc(C(C)(C)C)cc(CNC(=O)CCl)c1O. RXN SMILES: [CH3:1][C:2]([CH3:3])([CH3:4])[c:5]1[cH:6][c:7]([S:12](=[O:13])(=[O:14])[N:15]=[CH:16][N:17]([CH3:18])[CH3:19])[c:8]([OH:11])[cH:9][cH:10]1.[Cl:20][CH2:21][C:22](=[O:23])[NH:24][CH2:25][OH:26].[OH2:27].[S:28](=[O:29])(=[O:30])([OH:31])[OH:32]>>[CH3:1][C:2]([CH3:3])([CH3:4])[c:5]1[cH:6][c:7]([S:12](=[O:13])(=[O:14])[N:15]=[CH:16][N:17]([CH3:18])[CH3:19])[c:8]([OH:11])[c:9]([CH2:25][NH:24][C:22]([CH2:21][Cl:20])=[O:23])[cH:10]1. The reactants are CC1CN(C(=O)OC(C)(C)C)CC2Cc3cc(Br)c(CO)nc3N12, BrC(Br)(Br)Br, ClCCl, c1ccc(P(c2ccccc2)c2ccccc2)cc1. The product is CC1CN(C(=O)OC(C)(C)C)CC2Cc3cc(Br)c(CBr)nc3N12. RXN SMILES: [C:1]([CH3:2])([CH3:3])([CH3:4])[O:5][C:6](=[O:7])[N:8]1[CH2:9][CH:10]2[CH2:11][c:12]3[cH:13][c:14]([Br:24])[c:15]([CH2:22][OH:23])[n:16][c:17]3[N:18]2[CH:19]([CH3:21])[CH2:20]1.[C:44]([Br:45])([Br:46])([Br:47])[Br:48].[Cl:49][CH2:50][Cl:51].[c:25]1([P:26]([c:27]2[cH:28][cH:29][cH:30][cH:31][cH:32]2)[c:33]2[cH:34][cH:35][cH:36][cH:37][cH:38]2)[cH:39][cH:40][cH:41][cH:42][cH:43]1>>[C:1]([CH3:2])([CH3:3])([CH3:4])[O:5][C:6](=[O:7])[N:8]1[CH2:9][CH:10]2[CH2:11][c:12]3[cH:13][c:14]([Br:24])[c:15]([CH2:22][Br:45])[n:16][c:17]3[N:18]2[CH:19]([CH3:21])[CH2:20]1. Reactants: COC=1C(=C(C2=C(C(C(O2)(C)C)=O)C1C)C)C (5-methoxy-2,2,4,6,7-pentamethyl-2,3-dihydro-1-benzofuran-3-one), CC(C)([O-])C.[K+] (Potassium tert-butoxide), O (Water). Reagents/catalysts: [Br-].C[P+](C1=CC=CC=C1)(C1=CC=CC=C1)C1=CC=CC=C1 (methyltriphenylphosphonium bromide). Solvent: O1CCCC1 (tetrahydrofuran), O1CCCC1 (tetrahydrofuran). Conditions: time 1 hour. The product is COC=1C(=C(C2=C(C(C(O2)(C)C)=C)C1C)C)C (5-methoxy-3-methylene-2,2,4,6,7-pentamethyl-2,3-dihydro-1-benzofuran). Yield: 99.3%. As a reaction SMILES: [CH3:1]C(C)([O-])C.[K+].[CH3:7][O:8][C:9]1[C:10]([CH3:23])=[C:11]([CH3:22])[C:12]2[O:16][C:15]([CH3:18])([CH3:17])[C:14](=O)[C:13]=2[C:20]=1[CH3:21].O>[Br-].C[P+](C1C=CC=CC=1)(C1C=CC=CC=1)C1C=CC=CC=1.O1CCCC1>[CH3:7][O:8][C:9]1[C:10]([CH3:23])=[C:11]([CH3:22])[C:12]2[O:16][C:15]([CH3:18])([CH3:17])[C:14](=[CH2:1])[C:13]=2[C:20]=1[CH3:21] |f:0.1,4.5|. Procedure: Potassium tert-butoxide (4 g, 35.5 mmol) is added portionwise at 0° C. and under nitrogen to a suspension of methyltriphenylphosphonium bromide (12.7 g, 35.5 mmol) in dry tetrahydrofuran (120 mL) and the reaction mixture is stirred for 1 hr at room temperature. The 5-methoxy-2,2,4,6,7-pentamethyl-2,3-dihydro-1-benzofuran-3-one (5.55 g, 23.7 mmol) in dry tetrahydrofuran (40 mL) is added dropwise at 0° C. to the yellow suspension and the reaction is stirred overnight at room temperature. Water (50...